Dataset: the Open Reaction Database (ORD), a public repository of structured organic reaction records. Task: describe an organic reaction: reactants, conditions, products, and yield Reactants: C(C1=CC=CC=C1)OC1=CC=C(CN(C=2C=NC=CC2)C2=CC=C(C#N)C=C2)C=C1 (4-[N-(4-benzyloxybenzyl)-N-(3-pyridyl)amino]benzonitrile), [H][H] (hydrogen). The solvent is C(C)(=O)OCC (ethyl acetate). Yields the product OC1=CC=C(CN(C=2C=NC=CC2)C2=CC=C(C#N)C=C2)C=C1 (4-[N-(4-hydroxybenzyl)-N-(3-pyridyl)amino]benzonitrile). Isolated yield 55.6%. RXN SMILES: C([O:8][C:9]1[CH:30]=[CH:29][C:12]([CH2:13][N:14]([C:21]2[CH:28]=[CH:27][C:24]([C:25]#[N:26])=[CH:23][CH:22]=2)[C:15]2[CH:16]=[N:17][CH:18]=[CH:19][CH:20]=2)=[CH:11][CH:10]=1)C1C=CC=CC=1.[H][H]>C(OCC)(=O)C>[OH:8][C:9]1[CH:10]=[CH:11][C:12]([CH2:13][N:14]([C:21]2[CH:28]=[CH:27][C:24]([C:25]#[N:26])=[CH:23][CH:22]=2)[C:15]2[CH:16]=[N:17][CH:18]=[CH:19][CH:20]=2)=[CH:29][CH:30]=1. Procedure: The procedure of Preparation Example 9 was repeated, except that 222 mg of 4-[N-(4-benzyloxybenzyl)-N-(3-pyridyl)amino]benzonitrile was used in place of 4-[N-(4-benzyloxybenzyl)-N-methylsulfonylamino]-phenyl methanesulfonate, and 3 ml of ethyl acetate was used in place of dioxane. The resulting mixture was stirred for 3 days under an atmospheric pressure of hydrogen. The reaction mixture was filtered to remove any insoluble matter, and the solvent was distilled off from the filtrate. The resulti... As a reaction SMILES: [CH3:33][S:34][c:35]1[cH:36][cH:37][c:38]([CH2:39][Cl:40])[cH:41][cH:42]1.[OH:1][CH:2]1[CH2:3][N:4]([C:26](=[O:27])[O:28][C:29]([CH3:30])([CH3:31])[CH3:32])[CH2:5][CH2:6][CH:7]1[c:8]1[cH:9][cH:10][c:11]([O:14][CH2:15][CH2:16][O:17][CH2:18][CH2:19][c:20]2[cH:21][cH:22][cH:23][cH:24][cH:25]2)[cH:12][cH:13]1>>[O:1]([CH:2]1[CH2:3][N:4]([C:26](=[O:27])[O:28][C:29]([CH3:30])([CH3:31])[CH3:32])[CH2:5][CH2:6][CH:7]1[c:8]1[cH:9][cH:10][c:11]([O:14][CH2:15][CH2:16][O:17][CH2:18][CH2:19][c:20]2[cH:21][cH:22][cH:23][cH:24][cH:25]2)[cH:12][cH:13]1)[CH2:39][c:38]1[cH:37][cH:36][c:35]([S:34][CH3:33])[cH:42][cH:41]1. Reactants: CSc1ccc(CCl)cc1, CC(C)(C)OC(=O)N1CCC(c2ccc(OCCOCCc3ccccc3)cc2)C(O)C1. Product: CSc1ccc(COC2CN(C(=O)OC(C)(C)C)CCC2c2ccc(OCCOCCc3ccccc3)cc2)cc1.